Dataset: the Open Reaction Database (ORD), a public repository of structured organic reaction records. Task: describe an organic reaction: reactants, conditions, products, and yield The reactants are N1=CC=CC2=CC=C3C(=C12)C=CC=C3 (benzoquinoline), C1COS(=O)(=O)C1 (1,3-propane sultone), CI (MeI), CN1C(C=CC2=CC=C3C(=C12)C=CC=C3)O (N-methyl-hydroxy benzoquinoline), N1=CC=CC2=CC=C3C(=C12)C=CC=C3 (benzoquinoline). Product: COC1=C2C=CCN(C2=C2C(=C1)C=CC=C2)CCCS(=O)(=O)O (5-methoxybenzoquinoline-N-propanesulfonic acid). As a reaction SMILES: [N:1]1[C:10]2[C:5](=[CH:6][CH:7]=[C:8]3[CH:14]=[CH:13][CH:12]=[CH:11][C:9]3=2)[CH:4]=[CH:3][CH:2]=1.CN1C2C(=CC=C3C=CC=CC3=2)C=C[CH:17]1[OH:30].[CH2:31]1[CH2:37][S:34](=[O:36])(=[O:35])[O:33][CH2:32]1.CI>>[CH3:17][O:30][C:6]1[CH:7]=[C:8]2[CH:14]=[CH:13][CH:12]=[CH:11][C:9]2=[C:10]2[C:5]=1[CH:4]=[CH:3][CH2:2][N:1]2[CH2:32][CH2:31][CH2:37][S:34]([OH:33])(=[O:36])=[O:35]. Reported procedure: Compound 13 wae synthesized according to the procedure outlined above in Example 3 for the synthesis of the N-methyl-hydroxy benzoquinoline derivative 15. Compound 13 was then allylated according to the general amino group alkylation procedure described above in Example 3, this time using 1,3-propane sultone as the alkylating agent rather than MeI, to give a 5-methoxybenzoquinoline-N-propanesulfonic acid intermediate 16 (1HNMR: CD3OD d 7.94 (d, 1 H, J=8.7 Hz), 7.65 (d, 1 H, J=8.4 Hz), 7.32 (t, 1...